Dataset: the Open Reaction Database (ORD), a public repository of structured organic reaction records. Task: describe an organic reaction: reactants, conditions, products, and yield The reactants are ClC(=CC(C)NC(=O)C1=NN(C2=CC=CC=C12)CC1=C(C=CC=C1)F)Cl (1,1-dichloro-3-[1(2-fluorobenzyl)indazole-3-carboxamido]-but-1-ene), [OH-].[Na+] (NaOH). The solvent is CN1C(CCC1)=O (N-methylpyrrolidone). The product is FC1=C(CN2N=C(C3=CC=CC=C23)C=2OC(=C(N2)C)CO)C=CC=C1 (2-[1-(2-fluorobenzyl)indazol-3-yl]-5-hydroxymethyl-4-methyl-oxazole). The yield is 60.0%. Reaction SMILES: Cl[C:2](Cl)=[CH:3][CH:4]([NH:6][C:7]([C:9]1[C:17]2[C:12](=[CH:13][CH:14]=[CH:15][CH:16]=2)[N:11]([CH2:18][C:19]2[CH:24]=[CH:23][CH:22]=[CH:21][C:20]=2[F:25])[N:10]=1)=[O:8])[CH3:5].[OH-:27].[Na+]>CN1CCCC1=O>[F:25][C:20]1[CH:21]=[CH:22][CH:23]=[CH:24][C:19]=1[CH2:18][N:11]1[C:12]2[C:17](=[CH:16][CH:15]=[CH:14][CH:13]=2)[C:9]([C:7]2[O:8][C:3]([CH2:2][OH:27])=[C:4]([CH3:5])[N:6]=2)=[N:10]1 |f:1.2|. Procedure details: 730 mg of 1,1-dichloro-3-[1(2-fluorobenzyl)indazole-3-carboxamido]-but-1-ene (1.86 mmol) and 3.75 ml of NaOH, 1N (3.75 mmol) were stirred in 7.4 ml of N-methylpyrrolidone at 50° C. under argon overnight. After cooling, the mixture was poured onto ice-water and the product which had precipitated out was filtered off and dried. Finally, it was purified by column chromatography (SiO2, cyclohexane:ethyl acetate 2:1). 375 mg (60%) of 2-[1-(2-fluorobenzyl)indazol-3-yl]-5-hydroxymethyl-4-methyl-oxazole...